From a dataset of the Open Reaction Database (ORD), a public repository of structured organic reaction records. describe an organic reaction: reactants, conditions, products, and yield Starting materials: COC1=CC(=C(C=C1)[N+](=O)[O-])C1=CC(CC(C1)(C)C)(C)C (4-methoxy-1-nitro-2-(3,3,5,5-tetramethylcyclohex-1-enyl)benzene), CO (methanol). The reagents and catalysts are [Pd] (palladium on carbon). Run in O1CCCC1 (tetrahydrofuran). Run at time 8 hour. The product is crude product, COC1=CC(=C(C=C1)N)C1CC(CC(C1)(C)C)(C)C (4-Methoxy-2-(3,3,5,5-tetramethylcyclohexyl)phenylamine). RXN SMILES: [CH3:1][O:2][C:3]1[CH:8]=[CH:7][C:6]([N+:9]([O-])=O)=[C:5]([C:12]2[CH2:17][C:16]([CH3:19])([CH3:18])[CH2:15][C:14]([CH3:21])([CH3:20])[CH:13]=2)[CH:4]=1.CO>[Pd].O1CCCC1>[CH3:1][O:2][C:3]1[CH:8]=[CH:7][C:6]([NH2:9])=[C:5]([CH:12]2[CH2:17][C:16]([CH3:19])([CH3:18])[CH2:15][C:14]([CH3:21])([CH3:20])[CH2:13]2)[CH:4]=1. Procedure details: A mixture of 4-methoxy-1-nitro-2-(3,3,5,5-tetramethylcyclohex-1-enyl)benzene (1.0 g, 3.46 mmol) produced in Example (85a), 10% palladium on carbon (500 mg, wet), methanol (8 mL) and tetrahydrofuran (2 mL) was stirred overnight at room temperature and atmospheric pressure under a hydrogen atmosphere. The mixture was filtered through Celite to remove the catalyst, and the filtrate was concentrated. A crude product of the title compound was obtained as a brown oil. The crude product was used withou...